Dataset: the Open Reaction Database (ORD), a public repository of structured organic reaction records. Task: describe an organic reaction: reactants, conditions, products, and yield Starting materials: C([O-])([O-])=O.[Na+].[Na+] (sodium carbonate), O (water), IC=1C=C(C=CC1C)CO ((3-iodo-4-methyl-phenyl)-methanol), C1(=CC=CC=C1)B(O)O (phenylboronic acid). The reagents and catalysts are C1(=CC=CC=C1)P(C1=CC=CC=C1)C1=CC=CC=C1 (triphenyl phosphine), C(C)(=O)[O-].[Pd+2].C(C)(=O)[O-] (palladium(II) acetate). Run in C(CC)O (1-propanol). Run at temperature 100 celsius. Product: CC1=CC=C(C=C1C1=CC=CC=C1)CO ((6-methyl-biphenyl-3-yl)-methanol). Isolated yield 88.2%. As a reaction SMILES: I[C:2]1[CH:3]=[C:4]([CH2:9][OH:10])[CH:5]=[CH:6][C:7]=1[CH3:8].[C:11]1(B(O)O)[CH:16]=[CH:15][CH:14]=[CH:13][CH:12]=1.C(=O)([O-])[O-].[Na+].[Na+].O>C(O)CC.C([O-])(=O)C.[Pd+2].C([O-])(=O)C.C1(P(C2C=CC=CC=2)C2C=CC=CC=2)C=CC=CC=1>[CH3:8][C:7]1[C:2]([C:11]2[CH:16]=[CH:15][CH:14]=[CH:13][CH:12]=2)=[CH:3][C:4]([CH2:9][OH:10])=[CH:5][CH:6]=1 |f:2.3.4,7.8.9|. Procedure details: To a mixture of compound PPP, (3-iodo-4-methyl-phenyl)-methanol, (4 g, 16.12 mmol) and phenylboronic acid (2.06 g, 16.89 mmol) in 1-propanol (30 mL) was successively added palladium(II) acetate (0.01276 g, 0.05 mmol), triphenyl phosphine (0.042 g, 0.161 mmol), aq. sodium carbonate solution (2 M, 11.44 mL, 22.88 mmol), and water (6 mL). The mixture was heated to 100° C. until reaction is complete (tlc), cooled, quenched with water (20 mL) and extracted into ethyl acetate (3×50 mL). Combined organ...